Dataset: the Open Reaction Database (ORD), a public repository of structured organic reaction records. Task: describe an organic reaction: reactants, conditions, products, and yield The reactants are O(C)C1=CC=C(C=C1)C1=NC2=CC=CC(=C2N=C1C1=CC=C(C=C1)OC)N (2,3-di(4-methoxylphenyl)-5-aminoquinoxaline), FC1=CC=C(C=C1)[N+](=O)[O-] (4-fluoronitrobenzene), C(C)(C)(C)O[K] (t-butoxy potassium). Run in CS(=O)C (dimethylsulfoxide). Conditions: time 8 hour. The product is O(C)C1=CC=C(C=C1)C1=NC2=CC=CC(=C2N=C1C1=CC=C(C=C1)OC)NC1=CC=C(C=C1)N (2,3-di(4-methoxylphenyl)-5-(4-aminophenyl)aminoquinoxaline). RXN SMILES: [O:1]([C:3]1[CH:8]=[CH:7][C:6]([C:9]2[C:18]([C:19]3[CH:24]=[CH:23][C:22]([O:25][CH3:26])=[CH:21][CH:20]=3)=[N:17][C:16]3[C:11](=[CH:12][CH:13]=[CH:14][C:15]=3[NH2:27])[N:10]=2)=[CH:5][CH:4]=1)[CH3:2].F[C:29]1[CH:34]=[CH:33][C:32]([N+:35]([O-])=O)=[CH:31][CH:30]=1.C(O[K])(C)(C)C>CS(C)=O>[O:1]([C:3]1[CH:4]=[CH:5][C:6]([C:9]2[C:18]([C:19]3[CH:24]=[CH:23][C:22]([O:25][CH3:26])=[CH:21][CH:20]=3)=[N:17][C:16]3[C:11](=[CH:12][CH:13]=[CH:14][C:15]=3[NH:27][C:29]3[CH:34]=[CH:33][C:32]([NH2:35])=[CH:31][CH:30]=3)[N:10]=2)=[CH:7][CH:8]=1)[CH3:2]. Procedure details: While agitating 5.0 g (14.0 mmol) of 2,3-di(4-methoxylphenyl)-5-aminoquinoxaline, 2.4 g (17.0 mmol) of 4-fluoronitrobenzene and 120 ml of dimethylsulfoxide, 5.7 g (50.8 mmol) of t-butoxy potassium was gently added. After completion of the addition, the reaction container was purged with nitrogen, followed by agitation at room temperature for 8 hours. After completion of the reaction, 100 ml of water was added while cooling, and an organic phase was extracted by use of a chloroform solvent, follo...